From a dataset of the Open Reaction Database (ORD), a public repository of structured organic reaction records. describe an organic reaction: reactants, conditions, products, and yield Starting materials: C1CCOC1, COC(=O)c1c(Br)cc(F)c(F)c1Nc1ccccc1Cl, [Cu]I, Cl[Pd]Cl, C#C[Si](C)(C)C, c1ccc(P(c2ccccc2)c2ccccc2)cc1, c1ccc(P(c2ccccc2)c2ccccc2)cc1. The product is COC(=O)c1c(C#C[Si](C)(C)C)cc(F)c(F)c1Nc1ccccc1Cl. Reaction SMILES: [CH2:28]1[O:29][CH2:30][CH2:31][CH2:32]1.[CH3:1][O:2][C:3]([c:4]1[c:5]([NH:13][c:14]2[c:15]([Cl:20])[cH:16][cH:17][cH:18][cH:19]2)[c:6]([F:12])[c:7]([F:11])[cH:8][c:9]1[Br:10])=[O:21].[Cu:74][I:75].[Pd:33]([Cl:34])[Cl:35].[Si:22]([CH3:23])([CH3:24])([CH3:25])[C:26]#[CH:27].[c:36]1([P:37]([c:38]2[cH:39][cH:40][cH:41][cH:42][cH:43]2)[c:44]2[cH:45][cH:46][cH:47][cH:48][cH:49]2)[cH:50][cH:51][cH:52][cH:53][cH:54]1.[c:55]1([P:56]([c:57]2[cH:58][cH:59][cH:60][cH:61][cH:62]2)[c:63]2[cH:64][cH:65][cH:66][cH:67][cH:68]2)[cH:69][cH:70][cH:71][cH:72][cH:73]1>>[CH3:1][O:2][C:3]([c:4]1[c:5]([NH:13][c:14]2[c:15]([Cl:20])[cH:16][cH:17][cH:18][cH:19]2)[c:6]([F:12])[c:7]([F:11])[cH:8][c:9]1[C:27]#[C:26][Si:22]([CH3:23])([CH3:24])[CH3:25])=[O:21].